This data is from the Open Reaction Database (ORD), a public repository of structured organic reaction records. The task is: describe an organic reaction: reactants, conditions, products, and yield The reactants are FC=1C=C(C=C(C1F)F)C1=C(C=C(C=C1)C1CCC(CC1)=CCC)F (3,4,5,2'-tetrafluoro-4'-(4-propylidenecyclohexyl)biphenyl), Teflon, C(O)([O-])=O.[Na+] (sodium hydrogencarbonate), ice water, solution, F (hydrogen fluoride). Run in ClCCl (dichloromethane), N1=CC=CC=C1 (pyridine). Run at temperature -25 celsius, time 1 hour. The product is FC=1C=C(C=C(C1F)F)C1=C(C=C(C=C1)C1CCC(CC1)(CCC)F)F (3,4,5,2'-tetrafluoro-4'-(4-fluoro-4-propylcyclohexyl)-biphenyl), ( 48.8 ). RXN SMILES: [F:1][C:2]1[CH:3]=[C:4]([C:10]2[CH:15]=[CH:14][C:13]([CH:16]3[CH2:21][CH2:20][C:19](=[CH:22][CH2:23][CH3:24])[CH2:18][CH2:17]3)=[CH:12][C:11]=2[F:25])[CH:5]=[C:6]([F:9])[C:7]=1[F:8].[FH:26].C(=O)([O-])O.[Na+]>ClCCl.N1C=CC=CC=1>[F:1][C:2]1[CH:3]=[C:4]([C:10]2[CH:15]=[CH:14][C:13]([CH:16]3[CH2:17][CH2:18][C:19]([F:26])([CH2:22][CH2:23][CH3:24])[CH2:20][CH2:21]3)=[CH:12][C:11]=2[F:25])[CH:5]=[C:6]([F:9])[C:7]=1[F:8] |f:2.3|. Procedure: 8.0 g of 3,4,5,2'-tetrafluoro-4'-(4-propylidenecyclohexyl)biphenyl in 16 ml of dichloromethane were introduced into a Teflon apparatus and cooled to -25° C. 80 ml of a 70% solution of hydrogen fluoride in pyridine were then added dropwise with stirring, and the mixture was stirred for 30 minutes at -25° C. and then for a further 1 hour at room temperature. The reaction solution was poured into a suspension of 10 g of sodium hydrogencarbonate and 200 g of ice-water. The mixture was then extracted... The reactants are CC(C)CC(=O)C (MIBK), C(Cl)C1CO1 (epichlorohydrin), [OH-].[Na+] (sodium hydroxide), [OH-].[Na+] (sodium hydroxide), C12(CC3CC(CC(C1)C3)C2)C2=C(C=C(C(=C2)C23CC1CC(CC(C2)C1)C3)O)O (4,6-bis(1-adamantyl)-1,3-dihydroxybenzene). Solvent: CS(=O)C (DMSO), C(Cl)(Cl)Cl (chloroform). Run at temperature 45 celsius, time 30 minute. Yields the product C12(CC3CC(CC(C1)C3)C2)C2=C(C=C(C(=C2)C23CC1CC(CC(C2)C1)C3)OCC3CO3)OCC3CO3 (4,6-bis(1-adamantyl)-1,3-diglycidyloxybenzene). Isolated yield 92.0%. As a reaction SMILES: CC([CH2:4][C:5]([CH3:7])=[O:6])C.[CH2:8]([CH:10]1[O:12][CH2:11]1)Cl.[C:13]12([C:23]3[CH:28]=[C:27]([C:29]45[CH2:38][CH:33]6[CH2:34][CH:35]([CH2:37][CH:31]([CH2:32]6)[CH2:30]4)[CH2:36]5)[C:26]([OH:39])=[CH:25][C:24]=3[OH:40])[CH2:22][CH:17]3[CH2:18][CH:19]([CH2:21][CH:15]([CH2:16]3)[CH2:14]1)[CH2:20]2.[OH-].[Na+]>C(Cl)(Cl)Cl.CS(C)=O>[C:29]12([C:27]3[CH:28]=[C:23]([C:13]45[CH2:20][CH:19]6[CH2:21][CH:15]([CH2:16][CH:17]([CH2:18]6)[CH2:22]4)[CH2:14]5)[C:24]([O:40][CH2:8][CH:10]4[O:12][CH2:11]4)=[CH:25][C:26]=3[O:39][CH2:4][CH:5]3[O:6][CH2:7]3)[CH2:36][CH:35]3[CH2:37][CH:31]([CH2:32][CH:33]([CH2:34]3)[CH2:38]1)[CH2:30]2 |f:3.4|. Procedure: A 500 mL four-necked flask equipped with a reflux condenser, a stirrer, a thermometer, and a nitrogen inlet tube was charged with 57 mL of MIBK, 157 mL of DMSO, and 98 g (1.057 mol) of epichlorohydrin and replaced with nitrogen for 30 minutes. To this solution, 52.01 g (0.137 mol) of 4,6-bis(1-adamantyl)-1,3-dihydroxybenzene synthesized in Example 1 was added, and the flask was replaced with nitrogen for 30 minutes and then heated at 45° C. while stirring. This solution was added with 11.6 g (0.... Product: COc1ccc(C(=O)N2CCC(O)C2=O)cc1OCc1ccccc1. The reactants are COc1ccc(C(=O)NCCC(O)C(=O)O)cc1OCc1ccccc1, O=C([O-])C(F)(F)F, O=C(OC(=O)C(F)(F)F)C(F)(F)F, [Na+]. RXN SMILES: [CH2:1]([c:2]1[cH:3][cH:4][cH:5][cH:6][cH:7]1)[O:8][c:9]1[cH:10][c:11]([C:12](=[O:13])[NH:14][CH2:15][CH2:16][CH:17]([C:18](=[O:19])[OH:20])[OH:21])[cH:22][cH:23][c:24]1[O:25][CH3:26].[F:27][C:28]([F:29])([F:30])[C:31]([O-:32])=[O:33].[F:35][C:36]([F:37])([F:38])[C:39]([O:40][C:41](=[O:42])[C:43]([F:44])([F:45])[F:46])=[O:47].[Na+:34]>>[CH2:1]([c:2]1[cH:3][cH:4][cH:5][cH:6][cH:7]1)[O:8][c:9]1[cH:10][c:11]([C:12](=[O:13])[N:14]2[CH2:15][CH2:16][CH:17]([OH:21])[C:18]2=[O:19])[cH:22][cH:23][c:24]1[O:25][CH3:26].